This data is from the Open Reaction Database (ORD), a public repository of structured organic reaction records. The task is: describe an organic reaction: reactants, conditions, products, and yield The reactants are ClCCl, O=C(NC(Cc1ccccc1)(c1cc(F)cc(OC(F)(F)C(F)F)c1)c1ccc(Cl)cn1)Oc1ccc([N+](=O)[O-])cc1, NC1CCCC1O. Product: O=C(NC1CCCC1O)NC(Cc1ccccc1)(c1cc(F)cc(OC(F)(F)C(F)F)c1)c1ccc(Cl)cn1. As a reaction SMILES: [Cl:50][CH2:51][Cl:52].[Cl:8][c:9]1[cH:10][cH:11][c:12]([C:15]([CH2:16][c:17]2[cH:18][cH:19][cH:20][cH:21][cH:22]2)([c:23]2[cH:24][c:25]([F:36])[cH:26][c:27]([O:29][C:30]([CH:31]([F:32])[F:33])([F:34])[F:35])[cH:28]2)[NH:37][C:38]([O:39][c:41]2[cH:42][cH:43][c:44]([N+:45]([O-:46])=[O:47])[cH:48][cH:49]2)=[O:40])[n:13][cH:14]1.[NH2:1][CH:2]1[CH:3]([OH:7])[CH2:4][CH2:5][CH2:6]1>>[NH:1]([CH:2]1[CH:3]([OH:7])[CH2:4][CH2:5][CH2:6]1)[C:38]([NH:37][C:15]([c:12]1[cH:11][cH:10][c:9]([Cl:8])[cH:14][n:13]1)([CH2:16][c:17]1[cH:18][cH:19][cH:20][cH:21][cH:22]1)[c:23]1[cH:24][c:25]([F:36])[cH:26][c:27]([O:29][C:30]([CH:31]([F:32])[F:33])([F:34])[F:35])[cH:28]1)=[O:39]. The reactants are [N+](=O)([O-])OCCN1COC2=C(C1=O)C=C(C=C2)[N+](=O)[O-] (2,3-Dihydro-3-(2'-nitrooxyethyl)-6-nitro,4H-1,3-benzoxazin-4-one), [H][H] (hydrogen), O (water). The reagents and catalysts are [Pd] (Pd/C). The solvent is CO (methanol). Product: NC=1C=CC2=C(C(N(CO2)CCO)=O)C1 (6-amino-2,3-dihydro-3-(2'-hydroxyethyl)-4H-1,3-benzoxazin-4-one). The yield is 97.4%. Reaction SMILES: [N+]([O:4][CH2:5][CH2:6][N:7]1[C:12](=[O:13])[C:11]2[CH:14]=[C:15]([N+:18]([O-])=O)[CH:16]=[CH:17][C:10]=2[O:9][CH2:8]1)([O-])=O.[H][H].O>CO.[Pd]>[NH2:18][C:15]1[CH:16]=[CH:17][C:10]2[O:9][CH2:8][N:7]([CH2:6][CH2:5][OH:4])[C:12](=[O:13])[C:11]=2[CH:14]=1. Reported procedure: A solution of 42 g (0.148 mole) of the compound of Example 1 in 6,300 ml of methanol was combined with 10% Pd/C, and the resulting mixture was placed in a hydrogen atmosphere having a head of water, at room temperature. At the end of the reaction, the suspension was filtered on celite and the solution obtained was evaporated under vacuum. The resulting crude product was taken up with ethyl ether and filtered under vacuum, thus yielding 30 g of 6-amino-2,3-dihydro-3-(2'-hydroxyethyl)-4H-1,3-benzo... Reactants: FC1=CC=C(C=C1)C1=C(N(N=N1)C)CO ([5-(4-fluoro-phenyl)-3-methyl-3H-[1,2,3]triazol-4-yl]-methanol), ClC=1N=CC(=NC1)C(=O)OC (methyl 5-chloropyrazine-2-carboxylate), ice water, [H-].[Na+] (NaH). Solvent: C1CCOC1 (THF), C1CCOC1 (THF), C1CCOC1 (THF). Run at time 30 minute. Yields the product COC(=O)C1=NC=C(N=C1)OCC=1N(N=NC1C1=CC=C(C=C1)F)C (5-[5-(4-Fluoro-phenyl)-3-methyl-3H-[1,2,3]triazol-4-ylmethoxy]-pyrazine-2-carboxylic acid methyl ester). Yield: 46.0%. Reaction SMILES: [H-].[Na+].[F:3][C:4]1[CH:9]=[CH:8][C:7]([C:10]2[N:14]=[N:13][N:12]([CH3:15])[C:11]=2[CH2:16][OH:17])=[CH:6][CH:5]=1.Cl[C:19]1[N:20]=[CH:21][C:22]([C:25]([O:27][CH3:28])=[O:26])=[N:23][CH:24]=1>C1COCC1>[CH3:28][O:27][C:25]([C:22]1[CH:21]=[N:20][C:19]([O:17][CH2:16][C:11]2[N:12]([CH3:15])[N:13]=[N:14][C:10]=2[C:7]2[CH:6]=[CH:5][C:4]([F:3])=[CH:9][CH:8]=2)=[CH:24][N:23]=1)=[O:26] |f:0.1|. Reported procedure: To a suspension of NaH (55% in oil, 131 mg, 3.0 mmol) in THF (3.9 mL) was added a solution of [5-(4-fluoro-phenyl)-3-methyl-3H-[1,2,3]triazol-4-yl]-methanol (622 mg, 3.0 mmol) in THF (7.9 mL) dropwise at 0° C. and the reaction mixture was stirred at room temperature for 30 min. Then a solution of methyl 5-chloropyrazine-2-carboxylate (569 mg, 3.3 mmol) in THF (7.9 mL) was added dropwise at 0° C. and the reaction mixture was stirred at room temperature for 16 h. The mixture was then poured into i... The reactants are ClC=1C2=C(SC1C(=O)Cl)C=CC=C2 (3-chlorobenzo[b]-thiophene-2-carbonyl chloride), NC1=CC=C(C(=O)N2C3=C(CC4=C(C2)C=CC=C4)C=CC=C3)C=C1 (5-(4-aminobenzoyl)-6,11-dihydro-5H-dibenz[b,e]azepine). The product is C1=CC=CC=2N(CC3=C(CC21)C=CC=C3)C(=O)C3=CC=C(C=C3)NC(=O)C3=C(C2=C(S3)C=CC=C2)Cl (N-[4-[(6,11-Dihydro-5H-dibenz[b,e]azepin-5-yl)-carbonyl]phenyl]-3-chlorobenzo [b]thiophene-2-carboxamide). Reaction SMILES: [Cl:1][C:2]1[C:3]2[CH:13]=[CH:12][CH:11]=[CH:10][C:4]=2[S:5][C:6]=1[C:7](Cl)=[O:8].[NH2:14][C:15]1[CH:37]=[CH:36][C:18]([C:19]([N:21]2[CH2:27][C:26]3[CH:28]=[CH:29][CH:30]=[CH:31][C:25]=3[CH2:24][C:23]3[CH:32]=[CH:33][CH:34]=[CH:35][C:22]2=3)=[O:20])=[CH:17][CH:16]=1>>[CH:32]1[C:23]2[CH2:24][C:25]3[CH:31]=[CH:30][CH:29]=[CH:28][C:26]=3[CH2:27][N:21]([C:19]([C:18]3[CH:17]=[CH:16][C:15]([NH:14][C:7]([C:6]4[S:5][C:4]5[CH:10]=[CH:11][CH:12]=[CH:13][C:3]=5[C:2]=4[Cl:1])=[O:8])=[CH:37][CH:36]=3)=[O:20])[C:22]=2[CH:35]=[CH:34][CH:33]=1. Procedure: As described for Example 9, 3-chlorobenzo[b]-thiophene-2-carbonyl chloride is reacted with 5-(4-aminobenzoyl)-6,11-dihydro-5H-dibenz[b,e]azepine to give the product. Recrystallization from dichloro-methane-hexane gives crystals, m.p. 252°-254° C. Reactants: [BH4-], O=C(CC(C(=O)O)N1C(=O)c2ccccc2C1=O)OCc1ccccc1, CC(C)COC(=O)Cl, C1CCOC1, CN1CCOCC1, [Na+], O. Yields the product O=C(CC(CO)N1C(=O)c2ccccc2C1=O)OCc1ccccc1. As a reaction SMILES: [BH4-:42].[CH2:1]([c:2]1[cH:3][cH:4][cH:5][cH:6][cH:7]1)[O:8][C:9](=[O:10])[CH2:11][CH:12]([C:13](=[O:14])[OH:15])[N:16]1[C:17](=[O:26])[c:18]2[cH:19][cH:20][cH:21][cH:22][c:23]2[C:24]1=[O:25].[CH2:34]([O:35][C:36]([Cl:37])=[O:38])[CH:39]([CH3:40])[CH3:41].[CH2:44]1[O:45][CH2:46][CH2:47][CH2:48]1.[CH3:27][N:28]1[CH2:29][CH2:30][O:31][CH2:32][CH2:33]1.[Na+:43].[OH2:49]>>[CH2:1]([c:2]1[cH:3][cH:4][cH:5][cH:6][cH:7]1)[O:8][C:9](=[O:10])[CH2:11][CH:12]([CH2:13][OH:14])[N:16]1[C:17](=[O:26])[c:18]2[cH:19][cH:20][cH:21][cH:22][c:23]2[C:24]1=[O:25].